From a dataset of the Open Reaction Database (ORD), a public repository of structured organic reaction records. describe an organic reaction: reactants, conditions, products, and yield The reactants are solution, Cl(=O)(=O)[O-].[Na+] (sodium chlorate), [N+](=O)([O-])N(C1=CC=CC=C1)[N+](=O)[O-] (dinitroaniline), [N+](=O)([O-])N(C1=CC=CC=C1)[N+](=O)[O-] (dinitroaniline), Cl (hydrochloric acid), ClCl (chlorine), Cl (hydrochloric acid), ClCl (chlorine), Cl(=O)(=O)[O-] (chlorate), [N+](=O)([O-])C1=C(N)C=CC(=C1)[N+](=O)[O-] (2,4-dinitroaniline), lignosulfonate. The solvent is O (water). Product: 204, ClC1=C(N)C(=CC(=C1)[N+](=O)[O-])[N+](=O)[O-] (2-chloro-4,6-dinitroaniline). Isolated yield 94.0%. RXN SMILES: [N+:1]([C:4]1[CH:10]=[C:9]([N+:11]([O-:13])=[O:12])[CH:8]=[CH:7][C:5]=1[NH2:6])([O-:3])=[O:2].Cl.[Cl:15]([O-])(=O)=O.[Na+].[N+](N([N+]([O-])=O)C1C=CC=CC=1)([O-])=O.Cl([O-])(=O)=O.ClCl>O>[Cl:15][C:7]1[CH:8]=[C:9]([N+:11]([O-:13])=[O:12])[CH:10]=[C:4]([N+:1]([O-:3])=[O:2])[C:5]=1[NH2:6] |f:2.3|. Procedure: 183 parts of 2,4-dinitroaniline and 0.15 part of lignosulfonate are suspended in 220 parts of water and the suspension is ground. 800 parts of 32 % hydrochloric acid are charged to a reactor. Then 145 parts of a 33 % solution of sodium chlorate and the aqueous suspension of dinitroaniline obtained by wet grinding are added simultaneously in separate streams at 25° C. to the hydrochloric acid. The chlorate solution is added over 260 minutes and the suspension of dinitroaniline simultaneously over... The product is CC(=O)NCC1CN(c2ccc(N3CCC(=NO)CC3)c(F)c2)C(=O)O1. Reactants: ClCCl, CC(=O)[O-], CO, Cl, CC(=O)NCC1CN(c2ccc(N3CCC(=O)CC3)c(F)c2)C(=O)O1, NO, [Na+]. Reaction SMILES: [CH2:34]([Cl:35])[Cl:36].[CH3:2][C:3](=[O:4])[O-:5].[CH3:37][OH:38].[ClH:6].[F:9][c:10]1[cH:11][c:12]([N:23]2[C:24](=[O:33])[O:25][CH:26]([CH2:28][NH:29][C:30]([CH3:31])=[O:32])[CH2:27]2)[cH:13][cH:14][c:15]1[N:16]1[CH2:17][CH2:18][C:19](=[O:22])[CH2:20][CH2:21]1.[NH2:7][OH:8].[Na+:1]>>[N:7]([OH:8])=[C:19]1[CH2:18][CH2:17][N:16]([c:15]2[c:10]([F:9])[cH:11][c:12]([N:23]3[C:24](=[O:33])[O:25][CH:26]([CH2:28][NH:29][C:30]([CH3:31])=[O:32])[CH2:27]3)[cH:13][cH:14]2)[CH2:21][CH2:20]1. Reactants: O (water), [Br-].[Br-].[Br-].C(C1=CC=CC=C1)[N+](C)(C)C.C(C1=CC=CC=C1)[N+](C)(C)C.C(C1=CC=CC=C1)[N+](C)(C)C (benzyltrimethylammonium tribromide), C(C)(C)(C)C=1C=C2C=CC3=CC=C(C4=CC=C(C1)C2=C43)C4=CC=C(C=C4)C (7-t-butyl-1-(4-methylphenyl)pyrene), CO (methanol). Reaction conditions: time 2 hour. Procedure details: Next, a mixed solution of 1.5 g of 7-t-butyl-1-(4-methylphenyl)pyrene, 25 ml of dichloromethane and 8 ml of methanol was cooled to 0° C. under a nitrogen gas stream and then 1.7 g of benzyltrimethylammonium tribromide dissolved in 5 ml of dichloromethane was added dropwise. This mixed solution was stirred at room temperature for 2 hours and 20 ml of water was poured into the solution, followed by extraction with 20 ml of dichloromethane. The organic layer was washed twice with 20 ml of water, dr... As a reaction SMILES: [C:1]([C:5]1[CH:6]=[C:7]2[C:19]3=[C:20]4[C:10](=[CH:11][CH:12]=[C:13]([C:21]5[CH:26]=[CH:25][C:24]([CH3:27])=[CH:23][CH:22]=5)[C:14]4=[CH:15][CH:16]=[C:17]3[CH:18]=1)[CH:9]=[CH:8]2)([CH3:4])([CH3:3])[CH3:2].CO.[Br-:30].[Br-].[Br-].C([N+](C)(C)C)C1C=CC=CC=1.C([N+](C)(C)C)C1C=CC=CC=1.C([N+](C)(C)C)C1C=CC=CC=1.O>ClCCl>[Br:30][C:11]1[C:10]2[C:20]3=[C:19]4[C:7](=[CH:8][CH:9]=2)[CH:6]=[C:5]([C:1]([CH3:4])([CH3:3])[CH3:2])[CH:18]=[C:17]4[CH:16]=[CH:15][C:14]3=[C:13]([C:21]2[CH:22]=[CH:23][C:24]([CH3:27])=[CH:25][CH:26]=2)[CH:12]=1 |f:2.3.4.5.6.7|. Product: BrC1=CC(=C2C=CC3=CC(=CC4=CC=C1C2=C34)C(C)(C)C)C3=CC=C(C=C3)C (1-bromo-7-t-butyl-3-(4-methylphenyl)pyrene). Isolated yield 180.6%. The solvent is ClCCl (dichloromethane), ClCCl (dichloromethane).